Dataset: the Open Reaction Database (ORD), a public repository of structured organic reaction records. Task: describe an organic reaction: reactants, conditions, products, and yield The product is ClC=1C=C(C(=O)N)C=C(C1OCC#C)OCC#C (3-chloro-4,5-dipropargyloxybenzamide). The solvent is C1(=CC=CC=C1)C (toluene). Starting materials: ClC=1C=C(C(=O)Cl)C=C(C1OCC#C)OCC#C (3-choro-4,5-dipropargyloxybenzoyl chloride), O.N (ammonia water), ice water. Reaction SMILES: [Cl:1][C:2]1[CH:3]=[C:4]([CH:8]=[C:9]([O:15][CH2:16][C:17]#[CH:18])[C:10]=1[O:11][CH2:12][C:13]#[CH:14])[C:5](Cl)=[O:6].O.[NH3:20]>C1(C)C=CC=CC=1>[Cl:1][C:2]1[CH:3]=[C:4]([CH:8]=[C:9]([O:15][CH2:16][C:17]#[CH:18])[C:10]=1[O:11][CH2:12][C:13]#[CH:14])[C:5]([NH2:20])=[O:6] |f:1.2|. Procedure details: A solution of 3-choro-4,5-dipropargyloxybenzoyl chloride (1.00 g) in 30% ammonia water (20 ml) and toluene (10 ml) was stirred under reflux for 10 minutes, poured into ice-water and extracted with ethyl acetate. The extract was washed with water, dried over magnesium sulfate and concentrated under reduced pressure to give a residue. The residue was further washed with hexane to give 3-chloro-4,5-dipropargyloxybenzamide (0.88 g). m.p. 122°-125° C. Reaction conditions: temperature 80 celsius, time 4 hour. The product is C(C)C1=C(C(=CC(=C1)C=O)C)CCC(=O)O (3-(2-ethyl-4-formyl-6-methyl-phenyl)-propionic acid). RXN SMILES: [CH2:1]([C:3]1[CH:8]=[C:7]([CH2:9][OH:10])[CH:6]=[C:5]([CH3:11])[C:4]=1[CH2:12][CH2:13][C:14]([OH:16])=[O:15])[CH3:2]>C(O)(=O)C.O=[Mn]=O>[CH2:1]([C:3]1[CH:8]=[C:7]([CH:9]=[O:10])[CH:6]=[C:5]([CH3:11])[C:4]=1[CH2:12][CH2:13][C:14]([OH:16])=[O:15])[CH3:2]. The reagents and catalysts are O=[Mn]=O (MnO2). The solvent is C(C)(=O)O (acetic acid). The reactants are C(C)C1=C(C(=CC(=C1)CO)C)CCC(=O)O (3-(2-ethyl-4-hydroxymethyl-6-methyl-phenyl)-propionic acid). Reported procedure: A solution of 3-(2-ethyl-4-hydroxymethyl-6-methyl-phenyl)-propionic acid (2.8 g, 12.6 mmol) in acetic acid (50 mL) is treated with MnO2 (3.9 g, 45.4 mmol) and the resulting mixture is stirred at 80° C. for 4 h. The mixture is filtered and the filtrate is concentrated. The crude product is purified by CC on silica gel eluting with DCM to give 3-(2-ethyl-4-formyl-6-methyl-phenyl)-propionic acid (1.76 g) as a beige solid; LC-MS: tR=0.86 min. Isolated yield 63.4%. The product is CCCCCC#Cc1ccc(C(=O)OC)cc1NC(C)=O. RXN SMILES: [CH3:1][O:2][C:3]([c:4]1[cH:5][c:6]([NH:21][C:22]([CH3:23])=[O:24])[c:7]([O:10][S:11]([c:12]2[cH:13][cH:14][c:15]([CH3:16])[cH:17][cH:18]2)(=[O:19])=[O:20])[cH:8][cH:9]1)=[O:25].[CH3:33][CH2:34][CH2:35][CH2:36][CH2:37][CH2:38][CH3:39].[CH3:40][CH2:41][O:42][C:43]([CH3:44])=[O:45].[CH:26]#[C:27][CH2:28][CH2:29][CH2:30][CH2:31][CH3:32]>>[CH3:1][O:2][C:3]([c:4]1[cH:5][c:6]([NH:21][C:22]([CH3:23])=[O:24])[c:7]([C:26]#[C:27][CH2:28][CH2:29][CH2:30][CH2:31][CH3:32])[cH:8][cH:9]1)=[O:25]. Reactants: COC(=O)c1ccc(OS(=O)(=O)c2ccc(C)cc2)c(NC(C)=O)c1, CCCCCCC, CCOC(C)=O, C#CCCCCC. Product: CC(=O)OCC(=O)C1C(C)CC2C3CC(F)C4=CC(=O)C=CC4(C)C3C(O[Si](C)(C)C)CC21C. Starting materials: [CH3], C[Cu]C, CC(=O)OCC(=O)C1=CCC2C3CC(F)C4=CC(=O)C=CC4(C)C3C(O[Si](C)(C)C)CC12C, [Cl-], ClCCl, [I-], [Li], [Li], [NH4+]. Reaction SMILES: [CH3:3].[CH3:4][Cu:5][CH3:6].[CH3:8][Si:9]([O:10][CH:11]1[CH:12]2[C:13]3([CH3:38])[CH:14]=[CH:15][C:16](=[O:37])[CH:17]=[C:18]3[CH:19]([F:36])[CH2:20][CH:21]2[CH:22]2[CH2:23][CH:24]=[C:25]([C:26]([CH2:27][O:28][C:29]([CH3:30])=[O:31])=[O:32])[C:33]2([CH3:35])[CH2:34]1)([CH3:39])[CH3:40].[Cl-:41].[Cl:43][CH2:44][Cl:45].[I-:1].[Li:2].[Li:7].[NH4+:42]>>[CH3:4][CH:24]1[CH2:23][CH:22]2[CH:21]3[CH:12]([CH:11]([O:10][Si:9]([CH3:8])([CH3:39])[CH3:40])[CH2:34][C:33]2([CH3:35])[CH:25]1[C:26]([CH2:27][O:28][C:29]([CH3:30])=[O:31])=[O:32])[C:13]1([CH3:38])[CH:14]=[CH:15][C:16](=[O:37])[CH:17]=[C:18]1[CH:19]([F:36])[CH2:20]3. As a reaction SMILES: [CH3:10][c:11]1[c:12]([CH3:13])[c:14]([OH:19])[cH:15][cH:16][c:17]1[OH:18].[CH3:1][c:2]1[cH:3][c:4]([OH:5])[cH:6][cH:7][c:8]1[OH:9].[CH3:20][O:21][c:22]1[c:23]([CH3:30])[c:24]([CH3:29])[c:25]([OH:26])[cH:27][cH:28]1.[CH3:32][OH:33].[Zn:31]>>[CH3:1][c:28]1[c:22]([O:21][CH3:20])[c:23]([CH3:30])[c:24]([CH3:29])[c:25]([OH:26])[cH:27]1. The reactants are Cc1c(O)ccc(O)c1C, Cc1cc(O)ccc1O, COc1ccc(O)c(C)c1C, CO, [Zn]. Product: COc1c(C)cc(O)c(C)c1C. The reactants are C[Mg]Br (Methylmagnesium bromide), FC(C=1C=C(C=CC1)NC(=O)N1C=CC2=CC(=CC=C12)OC1=NC=NC(=C1)C=O)(F)F (5-(6-formyl-pyrimidin-4-yloxy)-indole-1-carboxylic acid (3-trifluoromethyl-phenyl)-amide). The solvent is C1CCOC1 (THF). Conditions: time 3 hour. The product is FC(C=1C=C(C=CC1)NC(=O)N1C=CC2=CC(=CC=C12)OC1=NC=NC(=C1)C(C)O)(F)F ((±)-5-[6-(1-Hydroxy-ethyl)-pyrimidin-4-yloxy]-indole-1-carboxylic acid (3-trifluoromethyl-phenyl)-amide). Reaction SMILES: [CH3:1][Mg]Br.[F:4][C:5]([F:34])([F:33])[C:6]1[CH:7]=[C:8]([NH:12][C:13]([N:15]2[C:23]3[C:18](=[CH:19][C:20]([O:24][C:25]4[CH:30]=[C:29]([CH:31]=[O:32])[N:28]=[CH:27][N:26]=4)=[CH:21][CH:22]=3)[CH:17]=[CH:16]2)=[O:14])[CH:9]=[CH:10][CH:11]=1>C1COCC1>[F:34][C:5]([F:33])([F:4])[C:6]1[CH:7]=[C:8]([NH:12][C:13]([N:15]2[C:23]3[C:18](=[CH:19][C:20]([O:24][C:25]4[CH:30]=[C:29]([CH:31]([OH:32])[CH3:1])[N:28]=[CH:27][N:26]=4)=[CH:21][CH:22]=3)[CH:17]=[CH:16]2)=[O:14])[CH:9]=[CH:10][CH:11]=1. Procedure details: Methylmagnesium bromide solution (3 M in ether, 20 mL) is added to a solution of 5-(6-formyl-pyrimidin-4-yloxy)-indole-1-carboxylic acid (3-trifluoromethyl-phenyl)-amide (5.0 g 11.7 mmol) in THF (400 mL) at 0° C. The mixture is stirred at that temperature for 3 h before the reaction is then quenched with saturated aqueous NH4Cl. The product is extracted with EtOAc (3×40 mL) and the combined organic layers are washed with brine, dried over anhydrous Na2SO4, filtered, and concentrated. The residue... The product is ClC=1C(=CC=2N(N1)C(=NN2)N)C2CC2 (6-Chloro-7-cyclopropyl-[1,2,4]triazolo[4,3-b]pyridazin-3-ylamine). Reactants: FC(C(=O)O)(F)F.ClC1=C(C=C(N=N1)NN)C1CC1 ((6-Chloro-5-cyclopropylpyridazin-3-yl)hydrazine trifluoroacetic acid salt), N#CBr (cyanogen bromide). Reaction SMILES: FC(F)(F)C(O)=O.[Cl:8][C:9]1[N:14]=[N:13][C:12]([NH:15][NH2:16])=[CH:11][C:10]=1[CH:17]1[CH2:19][CH2:18]1.[N:20]#[C:21]Br>>[Cl:8][C:9]1[C:10]([CH:17]2[CH2:19][CH2:18]2)=[CH:11][C:12]2[N:13]([C:21]([NH2:20])=[N:16][N:15]=2)[N:14]=1 |f:0.1|. Reported procedure: (6-Chloro-5-cyclopropylpyridazin-3-yl)hydrazine trifluoroacetic acid salt (W3.012; 400 mg) was converted and worked up analogously to W2.008, except that, instead of 0.5, one further equivalent of cyanogen bromide solution was added. 260 mg of the title compound were obtained in sufficient purity.